Task: describe an organic reaction: reactants, conditions, products, and yield. Dataset: the Open Reaction Database (ORD), a public repository of structured organic reaction records Starting materials: NC=1SC=C(N1)CC(=O)OCC (ethyl 2-(2-amino-1,3-thiazol-4-yl)acetate), N1=CC=CC=C1 (pyridine), N=C1SC=C(N1)CC(=O)OCC (ethyl 2-(2-imino-2,3-dihydro-1,3-thiazol-4-yl)acetate), S(=O)(=O)(C)Cl (mesyl chloride). Run in C(Cl)Cl (methylene chloride). Product: S(=O)(=O)(C)NC=1SC=C(N1)CC(=O)OCC (ethyl 2-(2-mesylamino-1,3-thiazol-4-yl)acetate). As a reaction SMILES: [NH2:1][C:2]1[S:3][CH:4]=[C:5]([CH2:7][C:8]([O:10][CH2:11][CH3:12])=[O:9])[N:6]=1.[S:13](Cl)([CH3:16])(=[O:15])=[O:14].N1C=CC=CC=1>C(Cl)Cl>[S:13]([NH:1][C:2]1[S:3][CH:4]=[C:5]([CH2:7][C:8]([O:10][CH2:11][CH3:12])=[O:9])[N:6]=1)([CH3:16])(=[O:15])=[O:14]. Procedure: A mixture of ethyl 2-(2-amino-1,3-thiazol-4-yl)acetate, which can be represented as ethyl 2-(2-imino-2,3-dihydro-1,3-thiazol-4-yl)acetate, (5.6 g.), mesyl chloride (6.9 g.), pyridine (15 ml.) and methylene chloride (45 ml.) was refluxed for 5 hours. After the reaction, the reaction mixture was concentrated. The residue was poured into ice-water (150 ml.) and stirred. The precipitates were collected by filtration, washed with water and diethyl ether and dried to give pale brown powder of ethyl 2-... Starting materials: [H-].[Na+] (NaH), C(C)O (ethanol), FC1=C(C(=CC=C1)F)N1C(NCC2=C1N=C(N=C2C=2C=C(C=CC2C)NC(C2=CC(=C(C=C2)C)F)=O)S(=O)(=O)C)=O (N-{3-[8-(2,6-difluorophenyl)-2-(methylsulfonyl)-7-oxo-5,6,7,8-tetrahydropyrimido[4,5-d]pyrimidin-4-yl]-4-methylphenyl}-3-fluoro-4-methylbenzamide), C(C)O (ethanol). The solvent is CCOC(=O)C (EtOAc). Reaction conditions: temperature 70 celsius, time 10 minute. Yields the product FC1=C(C(=CC=C1)F)N1C(NCC2=C1N=C(N=C2C=2C=C(C=CC2C)NC(C2=CC(=C(C=C2)C)F)=O)OCC)=O (N-{3-[8-(2,6-difluorophenyl)-2-(ethyloxy)-7-oxo-5,6,7,8-tetrahydropyrimido[4,5-d]pyrimidin-4-yl]-4-methylphenyl}-3-fluoro-4-methylbenzamide). RXN SMILES: [H-].[Na+].[F:3][C:4]1[CH:9]=[CH:8][CH:7]=[C:6]([F:10])[C:5]=1[N:11]1[C:16]2[N:17]=[C:18](S(C)(=O)=O)[N:19]=[C:20]([C:21]3[CH:22]=[C:23]([NH:28][C:29](=[O:38])[C:30]4[CH:35]=[CH:34][C:33]([CH3:36])=[C:32]([F:37])[CH:31]=4)[CH:24]=[CH:25][C:26]=3[CH3:27])[C:15]=2[CH2:14][NH:13][C:12]1=[O:43].[CH2:44]([OH:46])[CH3:45]>CCOC(C)=O>[F:3][C:4]1[CH:9]=[CH:8][CH:7]=[C:6]([F:10])[C:5]=1[N:11]1[C:16]2[N:17]=[C:18]([O:46][CH2:44][CH3:45])[N:19]=[C:20]([C:21]3[CH:22]=[C:23]([NH:28][C:29](=[O:38])[C:30]4[CH:35]=[CH:34][C:33]([CH3:36])=[C:32]([F:37])[CH:31]=4)[CH:24]=[CH:25][C:26]=3[CH3:27])[C:15]=2[CH2:14][NH:13][C:12]1=[O:43] |f:0.1|. Procedure: Dry ethanol (2 mL) was treated with NaH (0.0056 mg, 0.140 mmol, 60% in mineral oil) under argon and stirred for 10 min. The compound N-{3-[8-(2,6-difluorophenyl)-2-(methylsulfonyl)-7-oxo-5,6,7,8-tetrahydropyrimido[4,5-d]pyrimidin-4-yl]-4-methylphenyl}-3-fluoro-4-methylbenzamide (0.064 g, 0.110 mmol) was added in ethanol (2 mL). The reaction was stirred under argon for 1 h and then warmed to 70° C. for 2 h. The reaction mixture was diluted with EtOAc and the organics washed with water, brine (twi... Reactants: CC(=O)O, COc1cccc(-n2cncn2)c1C(N)=O, Cl. The product is COc1cccc(-n2cncn2)c1C(=O)O. As a reaction SMILES: [CH3:17][C:18]([OH:19])=[O:20].[CH3:1][O:2][c:3]1[c:4]([C:5](=[O:6])[NH2:7])[c:8](-[n:12]2[n:13][cH:14][n:15][cH:16]2)[cH:9][cH:10][cH:11]1.[ClH:21]>>[CH3:1][O:2][c:3]1[c:4]([C:5](=[O:6])[OH:19])[c:8](-[n:12]2[n:13][cH:14][n:15][cH:16]2)[cH:9][cH:10][cH:11]1. Yield: 41.8%. The reactants are BrC=1N=CC(=NC1)C=1C(=C(C(=C(C=O)C1)N1CC(OC(C1)C)C)F)F (5-(5-Bromo-pyrazin-2-yl)-2-(2,6-dimethyl-morpholin-4-yl)-3,4-difluoro-benzaldehyde), C([O-])([O-])=O.[Na+].[Na+] (sodium carbonate), C(C)#N.O (acetonitrile water), mixture, CB(O)O (methyl boronic acid), CB(O)O (methyl boronic acid), Bis-(triphenylphosphine) dichloro-palladium-(II). Yields the product CC1CN(CC(O1)C)C1=C(C=O)C=C(C(=C1F)F)C1=NC=C(N=C1)C (2-(2,6-Dimethyl-morpholin-4-yl)-3,4-difluoro-5-(5-methyl-pyrazin-2-yl)-benzaldehyde). Procedure details: To a suspension of 5-(5-Bromo-pyrazin-2-yl)-2-(2,6-dimethyl-morpholin-4-yl)-3,4-difluoro-benzaldehyde (0.375 g, 0.91 mmol) and sodium carbonate (0.29 g, 2.7 mmol) in previously degassed acetonitrile/water (1/1) mixture (4 mL) was added methyl boronic acid (0.11 g, 1.8 mmol) under nitrogen. Bis-(triphenylphosphine)-dichloro-palladium-(II) (0.026 g, 0.036 mmol) was added at room temperature and the reaction was heated for 5 hours at 85° C. Analysis indicated that starting material had not fully be... Reaction SMILES: Br[C:2]1[N:3]=[CH:4][C:5]([C:8]2[C:9]([F:25])=[C:10]([F:24])[C:11]([N:16]3[CH2:21][CH:20]([CH3:22])[O:19][CH:18]([CH3:23])[CH2:17]3)=[C:12]([CH:15]=2)[CH:13]=[O:14])=[N:6][CH:7]=1.[C:26](=O)([O-])[O-].[Na+].[Na+].C(#N)C.O.CB(O)O>CCOC(C)=O.O>[CH3:23][CH:18]1[O:19][CH:20]([CH3:22])[CH2:21][N:16]([C:11]2[C:10]([F:24])=[C:9]([F:25])[C:8]([C:5]3[CH:4]=[N:3][C:2]([CH3:26])=[CH:7][N:6]=3)=[CH:15][C:12]=2[CH:13]=[O:14])[CH2:17]1 |f:1.2.3,4.5|. Run at temperature 85 celsius, time 8 hour. Solvent: CCOC(=O)C (EtOAc), O (water). Reactants: ClC1=NC=C(C=C1C(=O)N[C@@H](C)C1=CC=C(C(=O)OC)C=C1)Cl (Methyl 4-((1S)-1-{[(2,5-dichloropyridin-3-yl)carbonyl]amino}ethyl)benzoate), ClC1=C(C=C(C=C1)Cl)O (2,5-dichlorophenol). Yields the product ClC=1C=C(C(=NC1)OC1=C(C=CC(=C1)Cl)Cl)C(=O)N[C@@H](C)C1=CC=C(C(=O)OC)C=C1 (Methyl 4-[(1S)-1-({[5-chloro-2-(2,5-dichlorophenoxy)pyridin-3-yl]carbonyl}amino)ethyl]benzoate). As a reaction SMILES: Cl[C:2]1[C:7]([C:8]([NH:10][C@H:11]([C:13]2[CH:22]=[CH:21][C:16]([C:17]([O:19][CH3:20])=[O:18])=[CH:15][CH:14]=2)[CH3:12])=[O:9])=[CH:6][C:5]([Cl:23])=[CH:4][N:3]=1.[Cl:24][C:25]1[CH:30]=[CH:29][C:28]([Cl:31])=[CH:27][C:26]=1[OH:32]>>[Cl:23][C:5]1[CH:6]=[C:7]([C:8]([NH:10][C@H:11]([C:13]2[CH:22]=[CH:21][C:16]([C:17]([O:19][CH3:20])=[O:18])=[CH:15][CH:14]=2)[CH3:12])=[O:9])[C:2]([O:32][C:26]2[CH:27]=[C:28]([Cl:31])[CH:29]=[CH:30][C:25]=2[Cl:24])=[N:3][CH:4]=1. Procedure: The title compound was prepared according to the procedure described in step 2 of Example 45 from methyl 4-((1S)-1-{[(2,5-dichloropyridin-3-yl)carbonyl]amino}ethyl)benzoate (step 1 of Example 48) and 2,5-dichlorophenol: 1H-NMR (CDCl3) δ 8.55 (1H, d, J=2.8 Hz), 8.34 (1H, d, J=2.6 Hz), 8.27–7.99 (3H, m), 7.46–7.43 (3H, m), 7.35 (1H, d, J=2.3 Hz), 7.29–7.25 (1H, m), 5.44–5.34 (1H, m), 3.90 (3H, s), 1.61 (3H, d, J=6.9 Hz).